This data is from the Open Reaction Database (ORD), a public repository of structured organic reaction records. The task is: describe an organic reaction: reactants, conditions, products, and yield Reactants: C1NCC2=CC=CC=C12 (isoindoline), BrCC(=O)OCC (ethyl bromoacetate), C(=O)([O-])[O-].[Cs+].[Cs+] (Cs2CO3), CCCCCC (hexane). Run in CN(C=O)C (N,N-dimethylformamide). Run at time 4 hour. The product is C(C)OC(CN1CC2=CC=CC=C2C1)=O ((1,3-Dihydro-isoindol-2-yl)-acetic Acid Ethyl Ester). The yield is 37.1%. RXN SMILES: [CH2:1]1[C:9]2[C:4](=[CH:5][CH:6]=[CH:7][CH:8]=2)[CH2:3][NH:2]1.Br[CH2:11][C:12]([O:14][CH2:15][CH3:16])=[O:13].C([O-])([O-])=O.[Cs+].[Cs+].CCCCCC>CN(C)C=O>[CH2:15]([O:14][C:12](=[O:13])[CH2:11][N:2]1[CH2:3][C:4]2[C:9](=[CH:8][CH:7]=[CH:6][CH:5]=2)[CH2:1]1)[CH3:16] |f:2.3.4|. Reported procedure: Into a solution of isoindoline (1.788 g, 15 mmol) and ethyl bromoacetate (2.756 g, 16.5 mmol) in N,N-dimethylformamide (20 mL), was added Cs2CO3 (5.376 g, 16.5 mmol) under N2. The mixture was stirred at room temperature for 4 hours. The solvent was removed under reduced pressure and the resulting mixture was subjected to silica gel chromatography, eluting with 33:66 ethyl acetate:hexane to afford Intermediate 200(a) (1.14 g, 5.56 mmol) as a yellow oil in 37% yield. The reactants are CCCCO, Nc1cccc(Cl)c1, CSC1=Nc2ccc(Cl)cc2CS1. Yields the product Clc1cccc(NC2=Nc3ccc(Cl)cc3CS2)c1. Reaction SMILES: [CH2:22]([OH:23])[CH2:24][CH2:25][CH3:26].[Cl:14][c:15]1[cH:16][c:17]([NH2:18])[cH:19][cH:20][cH:21]1.[Cl:1][c:2]1[cH:3][cH:4][c:5]2[c:6]([cH:13]1)[CH2:7][S:8][C:9]([S:11][CH3:12])=[N:10]2>>[Cl:1][c:2]1[cH:3][cH:4][c:5]2[c:6]([cH:13]1)[CH2:7][S:8][C:9]([NH:18][c:17]1[cH:16][c:15]([Cl:14])[cH:21][cH:20][cH:19]1)=[N:10]2. Starting materials: COC(C1=C(C=C(C=C1)OCCCBr)NC(C1=CC=C(C=C1)OC(F)(F)F)=O)=O (4-(3-bromo-propoxy)-2-(4-trifluoromethoxy-benzoylamino)-benzoic acid methyl ester), C1(=CC=C(C=C1)C=NO)C1=CC=CC=C1 (biphenyl-4-carbaldehyde oxime), C([O-])([O-])=O.[Cs+].[Cs+] (cesium carbonate). The solvent is CC(=O)C (acetone). The product is COC(C1=C(C=C(C=C1)OCCCO/N=C/C1=CC=C(C=C1)C1=CC=CC=C1)NC(C1=CC=C(C=C1)OC(F)(F)F)=O)=O (4-[3-({[(1E)-1,1′-biphenyl-4-ylmethylidene]amino}oxy)propoxy]-2-{[4-(trifluoromethoxy)benzoyl]amino}benzoic acid methyl ester). Yield: 80.0%. As a reaction SMILES: [CH3:1][O:2][C:3](=[O:29])[C:4]1[CH:9]=[CH:8][C:7]([O:10][CH2:11][CH2:12][CH2:13]Br)=[CH:6][C:5]=1[NH:15][C:16](=[O:28])[C:17]1[CH:22]=[CH:21][C:20]([O:23][C:24]([F:27])([F:26])[F:25])=[CH:19][CH:18]=1.[C:30]1([C:39]2[CH:44]=[CH:43][CH:42]=[CH:41][CH:40]=2)[CH:35]=[CH:34][C:33]([CH:36]=[N:37][OH:38])=[CH:32][CH:31]=1.C(=O)([O-])[O-].[Cs+].[Cs+]>CC(C)=O>[CH3:1][O:2][C:3](=[O:29])[C:4]1[CH:9]=[CH:8][C:7]([O:10][CH2:11][CH2:12][CH2:13][O:38]/[N:37]=[CH:36]/[C:33]2[CH:34]=[CH:35][C:30]([C:39]3[CH:40]=[CH:41][CH:42]=[CH:43][CH:44]=3)=[CH:31][CH:32]=2)=[CH:6][C:5]=1[NH:15][C:16](=[O:28])[C:17]1[CH:22]=[CH:21][C:20]([O:23][C:24]([F:27])([F:26])[F:25])=[CH:19][CH:18]=1 |f:2.3.4|. Procedure: This compound was produced using similar methods as those used in Step 5, example 27, starting with 4-(3-bromo-propoxy)-2-(4-trifluoromethoxy-benzoylamino)-benzoic acid methyl ester (0.46 g, 0.97 mmol), biphenyl-4-carbaldehyde oxime (0.20 g, 1.01 mmol) and cesium carbonate (1.26 g, 3.86 mmol) in acetone (35 mL). The crude material was purified by flash chromatography through silica gel using diethyl ether/hexanes (0/100 gradient to 12/88) to give 4-[3-({[(1E)-1,1′-biphenyl-4-ylmethylidene]amino}... Reactants: CS(=O)(=O)OCCCCC1=CC=C(C=C1)CC(=O)OC (methyl 4-(4-methansulfonyloxybutyl)phenylacetate), C(C)C1=NOC2=C1C=CC(=C2CCC)O (3-ethyl-6-hydroxy-7-propylbenz-[4,5]-isoxazole), [H-].[Na+] (sodium hydride). The solvent is CN(C)C=O (DMF), CN(C)C=O (DMF), C(C)(=O)OCC (ethyl acetate). Reaction conditions: time 10 minute. Yields the product C(C)C1=NOC2=C1C=CC(=C2CCC)OC(CCC2=CC=C(C=C2)CC(=O)OC)C (methyl 4-(3-(3-(ethyl)-7-propyl-6-benz-[4,5]-isoxazoloxy)butyl)phenylacetate). Yield: 59.2%. Reaction SMILES: [H-].[Na+].[CH2:3]([C:5]1[C:9]2[CH:10]=[CH:11][C:12]([OH:17])=[C:13]([CH2:14][CH2:15][CH3:16])[C:8]=2[O:7][N:6]=1)[CH3:4].CS(O[CH2:23][CH2:24][CH2:25][CH2:26][C:27]1[CH:32]=[CH:31][C:30]([CH2:33][C:34]([O:36][CH3:37])=[O:35])=[CH:29][CH:28]=1)(=O)=O>CN(C=O)C.C(OCC)(=O)C>[CH2:3]([C:5]1[C:9]2[CH:10]=[CH:11][C:12]([O:17][CH:24]([CH3:23])[CH2:25][CH2:26][C:27]3[CH:32]=[CH:31][C:30]([CH2:33][C:34]([O:36][CH3:37])=[O:35])=[CH:29][CH:28]=3)=[C:13]([CH2:14][CH2:15][CH3:16])[C:8]=2[O:7][N:6]=1)[CH3:4] |f:0.1|. Reported procedure: A suspension of sodium hydride (15 mg, 0.36 mmole) in DMF (1.5 mL) was treated with 3-ethyl-6-hydroxy-7-propylbenz-[4,5]-isoxazole (68 mg, 0.33 mmole) and the mixture stirred at room temperature for 10 minutes under a nitrogen atmosphere. A solution of methyl 4-(4-methansulfonyloxybutyl)phenylacetate (100 mg, 0.33 mmole) in DMF (0.5 mL) was added and the mixture stirred at 80° C. for 5 hours. The cooled reaction mix was dissolved in ethyl acetate and washed with water (twice), brine, dried over ... Starting materials: C=Cc1cnc2ccc(Cc3nnc4ccc(C)nn34)cc2c1, CCO. The product is CCc1cnc2ccc(Cc3nnc4ccc(C)nn34)cc2c1. RXN SMILES: [CH3:1][c:2]1[cH:3][cH:4][c:5]2[n:6]([n:7]1)[c:8]([CH2:11][c:12]1[cH:13][c:14]3[cH:15][c:16]([CH:22]=[CH2:23])[cH:17][n:18][c:19]3[cH:20][cH:21]1)[n:9][n:10]2.[CH3:24][CH2:25][OH:26]>>[CH3:1][c:2]1[cH:3][cH:4][c:5]2[n:6]([n:7]1)[c:8]([CH2:11][c:12]1[cH:13][c:14]3[cH:15][c:16]([CH2:22][CH3:23])[cH:17][n:18][c:19]3[cH:20][cH:21]1)[n:9][n:10]2. Reactants: CC(=O)[O-], CC(=O)[O-], Cc1cnc(Cl)cc1CC(=O)OC(C)(C)C, CC(C)(C)[O-], CN1CCNCC1, CCOC(C)=O, [Cl-], [NH4+], [Na+], C1COCCO1, [Pd+2]. Product: Cc1cnc(N2CCN(C)CC2)cc1CC(=O)OC(C)(C)C. As a reaction SMILES: [C:44]([O-:45])(=[O:46])[CH3:47].[C:49]([O-:50])(=[O:51])[CH3:52].[C:7]([CH3:8])([CH3:9])([CH3:10])[O:11][C:12]([CH2:13][c:14]1[cH:15][c:16]([Cl:21])[n:17][cH:18][c:19]1[CH3:20])=[O:22].[CH3:1][C:2]([CH3:3])([O-:4])[CH3:5].[CH3:23][N:24]1[CH2:25][CH2:26][NH:27][CH2:28][CH2:29]1.[CH3:38][CH2:39][O:40][C:41]([CH3:42])=[O:43].[Cl-:30].[NH4+:31].[Na+:6].[O:32]1[CH2:33][CH2:34][O:35][CH2:36][CH2:37]1.[Pd+2:48]>>[C:7]([CH3:8])([CH3:9])([CH3:10])[O:11][C:12]([CH2:13][c:14]1[cH:15][c:16]([N:27]2[CH2:26][CH2:25][N:24]([CH3:23])[CH2:29][CH2:28]2)[n:17][cH:18][c:19]1[CH3:20])=[O:22]. As a reaction SMILES: [CH:1]12[CH:2]=[CH:3][CH:4]([OH:5])[CH:6]3[O:7][c:8]4[c:9]([O:10][CH3:11])[cH:12][cH:13][c:14]5[c:22]4[C:21]13[CH2:20][CH2:19][N:17]([CH3:18])[CH:16]2[CH2:15]5.[CH:23]12[C:24]34[c:25]5[c:26]([cH:33][cH:34][c:35]([O:36][CH3:37])[c:38]5[O:39][CH:40]3[CH:41]([OH:42])[CH:43]=[CH:44]1)[CH2:27][CH:28]2[N:29]([CH3:32])[CH2:30][CH2:31]4.[ClH:50].[O-:45][P:46](=[O:47])([O-:48])[O-:49]>>[CH:1]12[CH:2]=[CH:3][C:4](=[O:5])[CH:6]3[O:7][c:8]4[c:9]([O:10][CH3:11])[cH:12][cH:13][c:14]5[c:22]4[C:21]13[CH2:20][CH2:19][N:17]([CH3:18])[CH:16]2[CH2:15]5. Yields the product COc1ccc2c3c1OC1C(=O)C=CC4C(C2)N(C)CCC314. Reactants: COc1ccc2c3c1OC1C(O)C=CC4C(C2)N(C)CCC341, COc1ccc2c3c1OC1C(O)C=CC4C(C2)N(C)CCC341, Cl, O=P([O-])([O-])[O-].